This data is from the Open Reaction Database (ORD), a public repository of structured organic reaction records. The task is: describe an organic reaction: reactants, conditions, products, and yield Reactants: CCCCCCCO, O=C1CCC(C(=O)O)N1, [Na+], O=C([O-])O, O=S(=O)(O)O, c1ccccc1. Product: CCCCCCCOC(=O)C1CCC(=O)N1. RXN SMILES: [CH2:10]([CH2:11][CH2:12][CH2:13][CH2:14][CH2:15][CH3:16])[OH:17].[NH:1]1[C:2](=[O:9])[CH2:3][CH2:4][CH:5]1[C:6](=[O:7])[OH:8].[Na+:27].[O-:23][C:24]([OH:25])=[O:26].[S:18](=[O:19])(=[O:20])([OH:21])[OH:22].[cH:28]1[cH:29][cH:30][cH:31][cH:32][cH:33]1>>[NH:1]1[C:2](=[O:9])[CH2:3][CH2:4][CH:5]1[C:6]([O:7][CH2:10][CH2:11][CH2:12][CH2:13][CH2:14][CH2:15][CH3:16])=[O:8]. Yields the product BrCC(=O)NC1=C(C(=O)O)C=C(C=C1)OC (2-((2-Bromoacetyl)amino)-5-methoxybenzoic Acid). Reactants: NC1=C(C(=O)O)C=C(C=C1)OC (2-amino-5-methoxybenzoic acid), BrCC(=O)Br (bromoacetyl bromide). Yield: 65.4%. Reaction conditions: time 8 hour. As a reaction SMILES: [NH2:1][C:2]1[CH:10]=[CH:9][C:8]([O:11][CH3:12])=[CH:7][C:3]=1[C:4]([OH:6])=[O:5].[Br:13][CH2:14][C:15](Br)=[O:16]>CN(C=O)C.O1CCOCC1.O>[Br:13][CH2:14][C:15]([NH:1][C:2]1[CH:10]=[CH:9][C:8]([O:11][CH3:12])=[CH:7][C:3]=1[C:4]([OH:6])=[O:5])=[O:16]. Run in O (water), CN(C)C=O (DMF), O1CCOCC1 (dioxane). Procedure details: To a solution of 2-amino-5-methoxybenzoic acid (5.0 g, 0.03 mol) in anhydrous DMF (30 mL) and dioxane (30 mL) was added, dropwise, bromoacetyl bromide (6.0 g, 2.6 mL, 100 mol %) while keeping the internal temperature between 0° and 2° C. After the addition was completed (~30 min), the reaction mixture was stirred overnight at rt. The reaction mixture was diluted with water (100 mL), and then the precipitated product was filtered, washed sequentially with 5% HBr (300 mL) and water (300 mL), and t... Starting materials: ClS(=O)(=O)O (chlorosulfonic acid), C1(=CC=CC=C1)OC (anisole), ice. Solvent: C(Cl)Cl (CH2Cl2). Run at time 4 hour. The product is COC1=CC=C(C=C1)S(=O)(=O)Cl (4-methoxy- benzenesulfonylchloride). Isolated yield 72.0%. As a reaction SMILES: [C:1]1([O:7][CH3:8])[CH:6]=[CH:5][CH:4]=[CH:3][CH:2]=1.[Cl:9][S:10](O)(=[O:12])=[O:11]>C(Cl)Cl>[CH3:8][O:7][C:1]1[CH:6]=[CH:5][C:4]([S:10]([Cl:9])(=[O:12])=[O:11])=[CH:3][CH:2]=1. Procedure: 108 grams of anisole (1.0 mol) was added to 700 ml of CH2Cl2 in a one-liter round bottom flask and cooled to 0°-5° C. While using ice-bath cooling to maintain the temperature below 10° C., 280 grams of chlorosulfonic acid (1.5 mol) was added dropwise with magnetic stirring over a 4 hour period. The solution was then carefully poured over ice (1500 grams) and the organic layer collected. The solution was washed in the cold 10% NaHCO3, and the organic layer collected, then dried over MgSO4 and fil... The reactants are N#Cc1cccc(C=O)c1, CSc1ccc(C=O)cc1, CCO, N#C[Na], O. Product: CSc1ccc(C(O)C(=O)c2cccc(C#N)c2)cc1. As a reaction SMILES: [C:7](#[N:8])[c:9]1[cH:10][c:11]([CH:12]=[O:13])[cH:14][cH:15][cH:16]1.[CH3:17][S:18][c:19]1[cH:20][cH:21][c:22]([CH:23]=[O:24])[cH:25][cH:26]1.[CH3:4][CH2:5][OH:6].[Na:1][C:2]#[N:3].[OH2:27]>>[C:7](#[N:8])[c:9]1[cH:10][c:11]([C:12](=[O:13])[CH:23]([c:22]2[cH:21][cH:20][c:19]([S:18][CH3:17])[cH:26][cH:25]2)[OH:24])[cH:14][cH:15][cH:16]1. Procedure details: ([8-(tert-Butyl-dimethyl-silanyloxy)-quinolin-2-yl]-(4-methoxy-2-nitro-phenyl)-amine C (21.9 g, 51.3 mmol) was dissolved in 200 mL ethanol (EtOH) and 70 mL of THF under an atmosphere of dry N2. To this solution was added 10% palladium on carbon (2.18 g) followed by the dropwise addition of 10 mL of anhydrous hydrazine. The reaction mixture was stirred at ambient temperature for 2 hours after which time it was filtered through Celite™ and the Celite™ washed with DCM. The combined filtrates were c... Starting materials: C1CCOC1 (THF), C(C)(C)(C)[Si](OC=1C=CC=C2C=CC(=NC12)NC1=C(C=C(C=C1)OC)[N+](=O)[O-])(C)C ([8-(tert-Butyl-dimethyl-silanyloxy)-quinolin-2-yl]-(4-methoxy-2-nitro-phenyl)-amine), NN (hydrazine). Reagents/catalysts: [Pd] (palladium on carbon). The product is C(C)(C)(C)[Si](OC=1C=CC=C2C=CC(=NC12)NC=1C(=CC(=CC1)OC)N)(C)C (N1-[8-(tert-Butyl-dimethyl-silanyloxy)-quinolin-2-yl]-4-methoxy-benzene-1,2-diamine). RXN SMILES: [C:1]([Si:5]([CH3:30])([CH3:29])[O:6][C:7]1[CH:8]=[CH:9][CH:10]=[C:11]2[C:16]=1[N:15]=[C:14]([NH:17][C:18]1[CH:23]=[CH:22][C:21]([O:24][CH3:25])=[CH:20][C:19]=1[N+:26]([O-])=O)[CH:13]=[CH:12]2)([CH3:4])([CH3:3])[CH3:2].C1COCC1.NN>C(O)C.[Pd]>[C:1]([Si:5]([CH3:30])([CH3:29])[O:6][C:7]1[CH:8]=[CH:9][CH:10]=[C:11]2[C:16]=1[N:15]=[C:14]([NH:17][C:18]1[C:19]([NH2:26])=[CH:20][C:21]([O:24][CH3:25])=[CH:22][CH:23]=1)[CH:13]=[CH:12]2)([CH3:4])([CH3:3])[CH3:2]. The solvent is C(C)O (ethanol). Run at time 2 hour. Starting materials: FC=1C=CC2=C(NC=N2)C1 (6-fluoro-1H-benzimidazole), [OH-].[Na+] (sodium hydroxide), ClCCCCBr (4-chlorobromobutane). Reagents/catalysts: [Br-].C(CCC)[N+](CCCC)(CCCC)CCCC (tetrabutyl ammonium bromide). Reaction conditions: temperature 60 celsius. Product: ClCCCCN1C=NC2=C1C=C(C=C2)F (1-(4-chlorobutyl)-6-fluoro-1H-benzimidazole). Yield: 62.6%. As a reaction SMILES: [F:1][C:2]1[CH:3]=[CH:4][C:5]2[N:9]=[CH:8][NH:7][C:6]=2[CH:10]=1.[OH-].[Na+].[Cl:13][CH2:14][CH2:15][CH2:16][CH2:17]Br>[Br-].C([N+](CCCC)(CCCC)CCCC)CCC>[Cl:13][CH2:14][CH2:15][CH2:16][CH2:17][N:7]1[C:6]2[CH:10]=[C:2]([F:1])[CH:3]=[CH:4][C:5]=2[N:9]=[CH:8]1 |f:1.2,4.5|. Procedure details: 6-fluoro-1H-benzimidazole (13.2 g, 0.10 mol) was dissolved into 200 ml of 20% wt. sodium hydroxide, 4-chlorobromobutane (34.3 g, 0.20 mol) and tetrabutyl ammonium bromide (1.0 g) were added, and mixed for 5 min. The mixture was heated to 60° C., stirred to react for 2 hours. Post treatment was performed based on common method one for synthesis. Oily products were separated and purified by chromatography with neutral Al2O3 to produce 14.2 g of 1-(4-chlorobutyl)-6-fluoro-1H-benzimidazole, with a y...